Dataset: the Open Reaction Database (ORD), a public repository of structured organic reaction records. Task: describe an organic reaction: reactants, conditions, products, and yield Solvent: CC(=O)C (acetone). As a reaction SMILES: [CH3:1][C:2]1[N:10]([C:11]([C:13]2[CH:14]=[CH:15][C:16]([Cl:19])=[CH:17][CH:18]=2)=[O:12])[C:9]2[CH:8]=[CH:7][C:6]([O:20][CH3:21])=[CH:5][C:4]=2[C:3]=1[CH2:22][C:23]([OH:25])=[O:24].C(=O)([O-])[O-].[K+].[K+].Cl[CH2:33][C:34]([O:36][CH2:37][CH:38]=[CH2:39])=[O:35]>[Cl-].C([N+](CC)(CC)CC)C1C=CC=CC=1.CC(C)=O>[Cl:19][C:16]1[CH:15]=[CH:14][C:13]([C:11]([N:10]2[C:9]3[C:4](=[CH:5][C:6]([O:20][CH3:21])=[CH:7][CH:8]=3)[C:3]([CH2:22][C:23]([O:25][CH2:33][C:34]([O:36][CH2:37][CH:38]=[CH2:39])=[O:35])=[O:24])=[C:2]2[CH3:1])=[O:12])=[CH:18][CH:17]=1 |f:1.2.3,5.6|. The reactants are CC1=C(C=2C=C(C=CC2N1C(=O)C=3C=CC(=CC3)Cl)OC)CC(=O)O (indometacin), C([O-])([O-])=O.[K+].[K+] (potassium carbonate), ClCC(=O)OCC=C (allyl chloroacetate). The reagents and catalysts are [Cl-].C(C1=CC=CC=C1)[N+](CC)(CC)CC (benzyltriethylammonium chloride). The product is ClC1=CC=C(C(=O)N2C(=C(C3=CC(=CC=C23)OC)CC(=O)OCC(=O)OCC=C)C)C=C1 (Allyl 1-(4-chlorobenzoyl)-5-methoxy-2-methyl-3-indoleacetoxyacetate). Procedure details: 25 g of indometacin, 10 g of potassium carbonate and 1.0 g of benzyltriethylammonium chloride in 140 ml of acetone are stirred for 30 minutes at 50° to 60° C. 10.1 g of allyl chloroacetate are then added dropwise over 5 minutes. The mixture is stirred at 40° C. until the reaction has ended (as checked by thin layer chromatography; about 3 hours). The mixture is filtered while warm, the filtrate is evaporated in vacuo and the residue is taken up in ether (about 90 ml) and mixed with petroleum eth... Reaction conditions: temperature 40 celsius. Reactants: FC=1C=CC(=C(C(=O)O)C1)N1N=CC=N1 (5-Fluoro-2-[1,2,3]triazol-2-yl-benzoic acid), FC=1C=CC(=C(C(=O)O)C1)I (5-fluoro-2-iodo-benzoic acid). The product is N=1N(N=CC1)C1=C(C(=O)O)C=CC=C1 (2-[1,2,3]Triazol-2-yl-benzoic acid). RXN SMILES: F[C:2]1[CH:3]=[CH:4][C:5]([N:11]2[N:15]=[CH:14][CH:13]=[N:12]2)=[C:6]([CH:10]=1)[C:7]([OH:9])=[O:8].FC1C=CC(I)=C(C=1)C(O)=O>>[N:12]1[N:11]([C:5]2[CH:4]=[CH:3][CH:2]=[CH:10][C:6]=2[C:7]([OH:9])=[O:8])[N:15]=[CH:14][CH:13]=1. Procedure: The title compound was prepared in a manner analogous to Intermediate 13, substituting 2-iodo-benzoic acid for 5-fluoro-2-iodo-benzoic acid. 1H NMR (400 MHz, CD3OD): 7.91 (s, 2H), 7.85-7.82 (m, 1H), 7.75 (dd, J=8.1, 1.0 Hz, 1H), 7.69 (td, J=7.7, 1.5 Hz, 1H), 7.60-7.55 (m, 1H). Reactants: O=C([O-])[O-], COc1ccc(CN2Cc3c(F)c(NC4CCCCC4NC(=O)OC(C)(C)C)nc(Cl)c3C2=O)c(OC)c1, CC1(C)OB(c2cnn(C(F)F)c2)OC1(C)C, [Na+], [Na+], C1COCCO1. The product is COc1ccc(CN2Cc3c(F)c(NC4CCCCC4NC(=O)OC(C)(C)C)nc(-c4cnn(C(F)F)c4)c3C2=O)c(OC)c1. Reaction SMILES: [C:62](=[O:63])([O-:64])[O-:65].[Cl:1][c:2]1[n:3][c:4]([NH:24][CH:25]2[CH:26]([NH:31][C:32]([O:33][C:34]([CH3:35])([CH3:36])[CH3:37])=[O:38])[CH2:27][CH2:28][CH2:29][CH2:30]2)[c:5]([F:23])[c:6]2[c:7]1[C:8](=[O:22])[N:9]([CH2:11][c:12]1[c:13]([O:20][CH3:21])[cH:14][c:15]([O:18][CH3:19])[cH:16][cH:17]1)[CH2:10]2.[F:39][CH:40]([n:41]1[n:42][cH:43][c:44]([B:46]2[O:47][C:48]([CH3:49])([CH3:50])[C:51]([CH3:52])([CH3:53])[O:54]2)[cH:45]1)[F:55].[Na+:66].[Na+:67].[O:56]1[CH2:57][CH2:58][O:59][CH2:60][CH2:61]1>>[c:2]1(-[c:44]2[cH:43][n:42][n:41]([CH:40]([F:39])[F:55])[cH:45]2)[n:3][c:4]([NH:24][CH:25]2[CH:26]([NH:31][C:32]([O:33][C:34]([CH3:35])([CH3:36])[CH3:37])=[O:38])[CH2:27][CH2:28][CH2:29][CH2:30]2)[c:5]([F:23])[c:6]2[c:7]1[C:8](=[O:22])[N:9]([CH2:11][c:12]1[c:13]([O:20][CH3:21])[cH:14][c:15]([O:18][CH3:19])[cH:16][cH:17]1)[CH2:10]2. Reactants: COC1=C(C=O)C=CC=C1OC (2,3-dimethoxybenzaldehyde), C(C)OC(CN)OCC (aminoacetaldehyde diethyl acetal), C(C)(=O)O (acetic acid), C(#N)[BH3-].[Na+] (sodium cyanoborohydride). Run at time 1 hour. Procedure details: To a solution of 2,3-dimethoxybenzaldehyde (2 g, 12 mmol) in MeOH (50 mL) was added aminoacetaldehyde diethyl acetal (1.49 mL, 12 mmol) and acetic acid (1.03 mL, 18 mmol). The reaction mixture was stirred at room temperature for 1 h. The reaction mixture was added to a stirred solution of sodium cyanoborohydride (829 mg, 13 mmol). The reaction mixture was stirred at room temperature for 12 h. The reaction mixture was concentrated under reduced pressure. Then H2O and ethyl acetate were added to t... RXN SMILES: [CH3:1][O:2][C:3]1[C:10]([O:11][CH3:12])=[CH:9][CH:8]=[CH:7][C:4]=1[CH:5]=O.[CH2:13]([O:15][CH:16]([O:19][CH2:20][CH3:21])[CH2:17][NH2:18])[CH3:14].C(O)(=O)C.C([BH3-])#N.[Na+]>CO>[CH2:13]([O:15][CH:16]([O:19][CH2:20][CH3:21])[CH2:17][NH:18][CH2:5][C:4]1[CH:7]=[CH:8][CH:9]=[C:10]([O:11][CH3:12])[C:3]=1[O:2][CH3:1])[CH3:14] |f:3.4|. Solvent: CO (MeOH). Yields the product C(C)OC(CNCC1=C(C(=CC=C1)OC)OC)OCC ((2,2-Diethoxy-ethyl)-(2,3-dimethoxy-benzyl)-amine). The reactants are C(C)(C)(C)OC([C@H](C)NC1=C(C=CC=C1)[N+](=O)[O-])=O ((S)-2-(2-Nitro-phenylamino)-propionic acid tert-butyl ester). The reagents and catalysts are [Pd] (Pd/C). Run in CO (MeOH). Run at time 16 hour. Product: C(C)(C)(C)OC([C@H](C)NC1=C(C=CC=C1)N)=O ((S)-2-(2-Amino-phenylamino)-propionic acid tert-butyl ester). Yield: 105.8%. Reaction SMILES: [C:1]([O:5][C:6](=[O:19])[C@@H:7]([NH:9][C:10]1[CH:15]=[CH:14][CH:13]=[CH:12][C:11]=1[N+:16]([O-])=O)[CH3:8])([CH3:4])([CH3:3])[CH3:2]>CO.[Pd]>[C:1]([O:5][C:6](=[O:19])[C@@H:7]([NH:9][C:10]1[CH:15]=[CH:14][CH:13]=[CH:12][C:11]=1[NH2:16])[CH3:8])([CH3:2])([CH3:3])[CH3:4]. Procedure: To a solution of (S)-2-(2-Nitro-phenylamino)-propionic acid tert-butyl ester (1.6 g, 6.0 mmol) in MeOH (20 mL) was added a slurry of 10% Pd/C (dry) (300 mg). The reaction mixture was degasses using house vacuum aspirator and then saturated with H2 gas in balloon. The reaction mixture was stirred at room temperature for 16 h. The reaction mixture was then filtered through a celite and the filtrate was concentrated to afford 1.5 g (100%) of the desired product as a dark brown oily residue. This pr... Isolated yield 58.4%. Reaction conditions: time 2 hour. The solvent is O (water). RXN SMILES: [N:1]1([C:7]2[CH:16]=[CH:15][CH:14]=[C:13]3[C:8]=2[CH2:9][CH2:10][C:11](=[O:17])[NH:12]3)[CH2:6][CH2:5][NH:4][CH2:3][CH2:2]1.C(=O)([O-])[O-].[K+].[K+].CN(C=O)C.[CH3:29][O:30][C:31]1[CH:32]=[C:33]([CH:36]=[CH:37][C:38]=1[O:39][CH3:40])[CH2:34][Cl:35]>O>[ClH:35].[ClH:35].[CH3:29][O:30][C:31]1[CH:32]=[C:33]([CH:36]=[CH:37][C:38]=1[O:39][CH3:40])[CH2:34][N:4]1[CH2:5][CH2:6][N:1]([C:7]2[CH:16]=[CH:15][CH:14]=[C:13]3[C:8]=2[CH2:9][CH2:10][C:11](=[O:17])[NH:12]3)[CH2:2][CH2:3]1 |f:1.2.3,7.8.9|. The product is Cl.Cl.COC=1C=C(CN2CCN(CC2)C2=C3CCC(NC3=CC=C2)=O)C=CC1OC (5-[4-(3,4-dimethoxybenzyl)-1-piperazinyl]-3,4-dihydrocarbostyril dihydrochloride). Procedure: To a mixture of 1.2 g of 5-(1-piperazinyl)-3,4-dihydrocarbostyril, 1.17 g of potassium carbonate and 20 ml of DMF was added 858 mg of 3,4-dimethoxybenzyl chloride and the mixture was stirred at 70°-80° C. for 2 hours. The reaction mixture was poured into a large amount of water and extracted with chloroform. After washing with water the extract was dried over anhydrous sodium sulfate. Chloroform was distilled off and the residue was purified through silica gel column chromatography. The residue ... The reactants are N1(CCNCC1)C1=C2CCC(NC2=CC=C1)=O (5-(1-piperazinyl)-3,4-dihydrocarbostyril), C([O-])([O-])=O.[K+].[K+] (potassium carbonate), CN(C)C=O (DMF), COC=1C=C(CCl)C=CC1OC (3,4-dimethoxybenzyl chloride). Starting materials: BrCCCCCCBr, ClCCl, CN(C)C=O, COc1cccc(C(F)(F)CO)c1, [H-], [Na+]. Yields the product COc1cccc(C(F)(F)COCCCCCCBr)c1. Reaction SMILES: [Br:16][CH2:17][CH2:18][CH2:19][CH2:20][CH2:21][CH2:22][Br:23].[CH2:29]([Cl:30])[Cl:31].[CH3:24][N:25]([CH3:26])[CH:27]=[O:28].[F:1][C:2]([CH2:3][OH:4])([c:5]1[cH:6][c:7]([O:11][CH3:12])[cH:8][cH:9][cH:10]1)[F:13].[H-:14].[Na+:15]>>[F:1][C:2]([CH2:3][O:4][CH2:22][CH2:21][CH2:20][CH2:19][CH2:18][CH2:17][Br:16])([c:5]1[cH:6][c:7]([O:11][CH3:12])[cH:8][cH:9][cH:10]1)[F:13]. Reactants: C1(CCCC1)=CC1=C(C=CC=C1)OC (1-cyclopentylidenemethyl-2-methoxybenzene), [H][H] (hydrogen). The reagents and catalysts are [Pd] (Pd on carbon). Solvent: CCO (EtOH). Product: C1(CCCC1)CC1=C(C=CC=C1)OC (1-cyclopentylmethyl-2-methoxybenzene). Yield: 93.6%. As a reaction SMILES: [C:1]1(=[CH:6][C:7]2[CH:12]=[CH:11][CH:10]=[CH:9][C:8]=2[O:13][CH3:14])[CH2:5][CH2:4][CH2:3][CH2:2]1.[H][H]>CCO.[Pd]>[CH:1]1([CH2:6][C:7]2[CH:12]=[CH:11][CH:10]=[CH:9][C:8]=2[O:13][CH3:14])[CH2:2][CH2:3][CH2:4][CH2:5]1. Procedure: A mixture of 1-cyclopentylidenemethyl-2-methoxybenzene (408 mmol, 76.7 g) and 10% Pd on carbon (7.67 g, 10% by weight) in absolute EtOH (767 mL) was shaken at room temperature under 54 psig of hydrogen pressure for 2.5 hours. Additional H2 was added to the vessel as necessary to maintain the initial pressure. The volatiles were removed in vacuo and the residue vacuum distilled to afford the title compound as a colorless oil (72.7 g, 94%). The desired fraction comes over at 85°-95° at 2.0-2.5 mm ... Procedure: A mixture of Example 336A (2.93 g, 10 mmol), 4-(methoxycarbonyl)phenylboronic acid (1.80 g, 10 mmol), Pd(Ph3P)4 (0.346 g, 0.3 mmol), and CsF(l. 52 g, 10 mmol) in DME (60 mL) and methanol (30 mL) was heated to reflux for 18 hours and concentrated. The concentrate was dissolved in water (50 mL) and ethyl acetate (300 mL) and the organic phase was washed with water (2×50 mL) and brine (50 mL), dried (Na2SO4), filtered, and concentrated. The concentrate was purified by flash column chromatography on... Product: OC1=NC2=C(C=CC=C2C=C1)C1=CC=C(C(=O)OC)C=C1 (methyl 4-(2-hydroxyquinolin-8-yl)benzoate). The reagents and catalysts are C=1C=CC(=CC1)[P](C=2C=CC=CC2)(C=3C=CC=CC3)[Pd]([P](C=4C=CC=CC4)(C=5C=CC=CC5)C=6C=CC=CC6)([P](C=7C=CC=CC7)(C=8C=CC=CC8)C=9C=CC=CC9)[P](C=1C=CC=CC1)(C=1C=CC=CC1)C=1C=CC=CC1 (Pd(Ph3P)4). Run in COCCOC (DME), CO (methanol). Starting materials: FC(S(=O)(=O)OC=1C=CC=C2C=CC(=NC12)O)(F)F (2-hydroxyquinolin-8-yl trifluoromethanesulfonate), COC(=O)C1=CC=C(C=C1)B(O)O (4-(methoxycarbonyl)phenylboronic acid), [F-].[Cs+] (CsF). Reaction SMILES: FC(F)(F)S(O[C:7]1[CH:8]=[CH:9][CH:10]=[C:11]2[C:16]=1[N:15]=[C:14]([OH:17])[CH:13]=[CH:12]2)(=O)=O.[CH3:20][O:21][C:22]([C:24]1[CH:29]=[CH:28][C:27](B(O)O)=[CH:26][CH:25]=1)=[O:23].[F-].[Cs+]>COCCOC.CO.C1C=CC([P]([Pd]([P](C2C=CC=CC=2)(C2C=CC=CC=2)C2C=CC=CC=2)([P](C2C=CC=CC=2)(C2C=CC=CC=2)C2C=CC=CC=2)[P](C2C=CC=CC=2)(C2C=CC=CC=2)C2C=CC=CC=2)(C2C=CC=CC=2)C2C=CC=CC=2)=CC=1>[OH:17][C:14]1[CH:13]=[CH:12][C:11]2[C:16](=[C:7]([C:27]3[CH:28]=[CH:29][C:24]([C:22]([O:21][CH3:20])=[O:23])=[CH:25][CH:26]=3)[CH:8]=[CH:9][CH:10]=2)[N:15]=1 |f:2.3,^1:46,48,67,86|. Starting materials: O=C([O-])[O-], N=C(c1ccccc1)c1ccccc1, O=C([O-])O, C1COCCO1, COC(=O)c1ccnc(Cl)c1C, Cc1ccccc1, [Cs+], [Cs+], [Na+], O, CC1(C)c2cccc(P(c3ccccc3)c3ccccc3)c2Oc2c(P(c3ccccc3)c3ccccc3)cccc21. The product is COC(=O)c1ccnc(N)c1C. Reaction SMILES: [C:55](=[O:56])([O-:57])[O-:58].[C:61]([c:62]1[cH:63][cH:64][cH:65][cH:66][cH:67]1)([c:68]1[cH:69][cH:70][cH:71][cH:72][cH:73]1)=[NH:74].[C:75](=[O:76])([OH:77])[O-:78].[CH2:88]1[O:89][CH2:90][CH2:91][O:92][CH2:93]1.[CH3:1][O:2][C:3]([c:4]1[c:5]([CH3:11])[c:6]([Cl:10])[n:7][cH:8][cH:9]1)=[O:12].[CH3:81][c:82]1[cH:83][cH:84][cH:85][cH:86][cH:87]1.[Cs+:59].[Cs+:60].[Na+:79].[OH2:80].[c:13]1([P:14]([c:15]2[cH:16][cH:17][cH:18][cH:19][cH:20]2)[c:21]2[c:22]3[c:46]([cH:47][cH:48][cH:49]2)[C:43]([CH3:44])([CH3:45])[c:25]2[c:24]([c:29]([P:30]([c:31]4[cH:32][cH:33][cH:34][cH:35][cH:36]4)[c:37]4[cH:38][cH:39][cH:40][cH:41][cH:42]4)[cH:28][cH:27][cH:26]2)[O:23]3)[cH:50][cH:51][cH:52][cH:53][cH:54]1>>[CH3:1][O:2][C:3]([c:4]1[c:5]([CH3:11])[c:6]([NH2:74])[n:7][cH:8][cH:9]1)=[O:12].